Dataset: the Open Reaction Database (ORD), a public repository of structured organic reaction records. Task: describe an organic reaction: reactants, conditions, products, and yield The reactants are [OH-].[K+] (KOH), alkyd, C(C(C)O)O (propylene glycol), C(C(C)O)O (propylene glycol), C(\C=C\C(=O)O)(=O)O (fumaric acid), C(\C=C\C(=O)O)(=O)O (fumaric acid), C=1(C(C)=CC(O)=CC1)O (toluhydroquinone), C(C(C)O)O.C(\C=C\C(=O)O)(=O)O (PG FA). Reaction conditions: temperature 193 celsius. The product is C(C(C)O)O.C(\C=C\C(=O)[O-])(=O)[O-] (Propyleneglycol Fumarate). RXN SMILES: [CH2:1]([OH:5])[CH:2]([OH:4])[CH3:3].[C:6]([OH:13])(=[O:12])/[CH:7]=[CH:8]/[C:9]([OH:11])=[O:10].C1(O)C(=CC(=CC=1)O)C.C(O)C(O)C.C(O)(=O)/C=C/C(O)=O.[OH-].[K+]>>[CH2:1]([OH:5])[CH:2]([OH:4])[CH3:3].[C:6]([O-:13])(=[O:12])/[CH:7]=[CH:8]/[C:9]([O-:11])=[O:10] |f:3.4,5.6,7.8|. Procedure: A conventional ten-gallon stainless steel reactor was charged with 17.02 kg of propylene glycol (available from Ashland Chemical Company of Columbus, Ohio) and 12.98 kg of fumaric acid (available from Huntsman Specialty Chemical of Salt Lake City, Utah). For stability, 3.62 g (120 ppm) of toluhydroquinone (THQ) (available from Aldrich Chemical Company of Milwaukee, Wis.) was added into the reactor. The molar ratio of the charge was 2:1 propylene glycol (PG) to fumaric acid (FA). The mixture was ... Starting materials: N1CC(C1)N1N=C(C=2C1=NC=NC2N)C2=CC=C(C=C2)OC2=CC=CC=C2 (1-(3-azetanyl)-3-(4-phenoxyphenyl)-1H-pyrazolo[3,4-d]pyrimidin-4-amine), C(C)(C)(C)OC(=O)N(CC(=O)O)C (2-[(tert-butoxycarbonyl)(methyl)amino]acetic acid), Cl.CN(CCCN=C=NCC)C (1-(3-dimethylaminopropyl)-3-ethylcarbodiimide hydrochloride), CCN(C(C)C)C(C)C (N,N′-diisopropylethylamine), ON1N=NC2=C1N=CC=C2 (1-hydroxy-7-azabenzotriazole). Product: NC1=C2C(=NC=N1)N(N=C2C2=CC=C(C=C2)OC2=CC=CC=C2)C2CN(C2)C(CN(C(OC(C)(C)C)=O)C)=O (tert-butyl N-(2-{3-[4-amino-3-(4-phenoxyphenyl)-1H-pyrazolo[3,4-d]pyrimidin-1-yl]-1-azetanyl}-2-oxoethyl)-N-methylcarbamate). Reported procedure: A mixture of 1-(3-azetanyl)-3-(4-phenoxyphenyl)-1H-pyrazolo[3,4-d]pyrimidin-4-amine (0.05 g, 0.00014 mol), 2-[(tert-butoxycarbonyl)(methyl)amino]acetic acid (0.0033 g, 0.000175 mol), 1-(3-dimethylaminopropyl)-3-ethylcarbodiimide hydrochloride (0.0034 g, 0.000175 mol), N,N′-diisopropylethylamine (0.033 g, 0.00026 mol) and 1-hydroxy-7-azabenzotriazole (0.019 g, 0.00014 mol) in anhydrous N,N-dimethylformamide (6 mL) was stirred for eighteen hours at room temperature. The solvent was removed under r... The solvent is CN(C=O)C (N,N-dimethylformamide). Reaction SMILES: [NH:1]1[CH2:4][CH:3]([N:5]2[C:9]3=[N:10][CH:11]=[N:12][C:13]([NH2:14])=[C:8]3[C:7]([C:15]3[CH:20]=[CH:19][C:18]([O:21][C:22]4[CH:27]=[CH:26][CH:25]=[CH:24][CH:23]=4)=[CH:17][CH:16]=3)=[N:6]2)[CH2:2]1.[C:28]([O:32][C:33]([N:35]([CH3:40])[CH2:36][C:37](O)=[O:38])=[O:34])([CH3:31])([CH3:30])[CH3:29].Cl.CN(C)CCCN=C=NCC.CCN(C(C)C)C(C)C.ON1C2N=CC=CC=2N=N1>CN(C)C=O>[NH2:14][C:13]1[N:12]=[CH:11][N:10]=[C:9]2[N:5]([CH:3]3[CH2:2][N:1]([C:37](=[O:38])[CH2:36][N:35]([CH3:40])[C:33](=[O:34])[O:32][C:28]([CH3:30])([CH3:31])[CH3:29])[CH2:4]3)[N:6]=[C:7]([C:15]3[CH:16]=[CH:17][C:18]([O:21][C:22]4[CH:27]=[CH:26][CH:25]=[CH:24][CH:23]=4)=[CH:19][CH:20]=3)[C:8]=12 |f:2.3|. The reactants are BrCC=CCBr, COC(=O)CC(=O)OC, CO, C=CC1CC1(C(=O)OC)C(=O)OC, [Ca+2], [Cl-], [Cl-], [K+], [OH-], O. Yields the product C=CC1CC1(C(=O)O)C(=O)OC. Reaction SMILES: [Br:26][CH2:27][CH:28]=[CH:29][CH2:30][Br:31].[CH3:17][O:18][C:19](=[O:20])[CH2:21][C:22]([O:23][CH3:24])=[O:25].[CH3:34][OH:35].[CH3:4][O:5][C:6](=[O:7])[C:8]1([C:13](=[O:14])[O:15][CH3:16])[CH:9]([CH:11]=[CH2:12])[CH2:10]1.[Ca+2:2].[Cl-:1].[Cl-:3].[K+:33].[OH-:32].[OH2:36]>>[CH3:4][O:5][C:6](=[O:7])[C:8]1([C:13](=[O:14])[OH:15])[CH:9]([CH:11]=[CH2:12])[CH2:10]1. Starting materials: C(CC(O)(C(=O)O)CC(=O)O)(=O)O (citric acid), S1C(=CC=C1)CC(=O)NC1[C@@H]2N(C(C(=C(S2)C)CO)C(=O)OC(C2=CC=CC=C2)C2=CC=CC=C2)C1=O (diphenylmethyl 7-(2-thienylacetamido)-2-methyl-3-hydroxymethylceph-2-em-4-carboxylate), N1=CC=CC=C1 (pyridine), CrO3. The solvent is C(Cl)Cl (CH2Cl2), C(Cl)Cl (CH2Cl2). Run at time 1 hour. Yields the product S1C(=CC=C1)CC(=O)NC1[C@@H]2N(C(C(=C(S2)C)C=O)C(=O)OC(C2=CC=CC=C2)C2=CC=CC=C2)C1=O (diphenylmethyl 7-(2-thienylacetamido)-2-methyl-3-formylceph-2-em-4-carboxylate). Isolated yield 36.2%. RXN SMILES: N1C=CC=CC=1.[S:7]1[CH:11]=[CH:10][CH:9]=[C:8]1[CH2:12][C:13]([NH:15][CH:16]1[C:42](=[O:43])[N:18]2[CH:19]([C:26]([O:28][CH:29]([C:36]3[CH:41]=[CH:40][CH:39]=[CH:38][CH:37]=3)[C:30]3[CH:35]=[CH:34][CH:33]=[CH:32][CH:31]=3)=[O:27])[C:20]([CH2:24][OH:25])=[C:21]([CH3:23])[S:22][C@H:17]12)=[O:14].C(O)(=O)CC(CC(O)=O)(C(O)=O)O>C(Cl)Cl>[S:7]1[CH:11]=[CH:10][CH:9]=[C:8]1[CH2:12][C:13]([NH:15][CH:16]1[C:42](=[O:43])[N:18]2[CH:19]([C:26]([O:28][CH:29]([C:30]3[CH:35]=[CH:34][CH:33]=[CH:32][CH:31]=3)[C:36]3[CH:37]=[CH:38][CH:39]=[CH:40][CH:41]=3)=[O:27])[C:20]([CH:24]=[O:25])=[C:21]([CH3:23])[S:22][C@H:17]12)=[O:14]. Procedure details: To 250 ml of CH2Cl2 containing 6.7 ml of pyridine at 20° C. was added 4.2 g of CrO3, and after stirring for 1 hour, a solution of 2.6 g of diphenylmethyl 7-(2-thienylacetamido)-2-methyl-3-hydroxymethylceph-2-em-4-carboxylate in 30 ml of CH2Cl2 was added to the mixture, followed by stirring vigorously for 5 minutes. 100 ml of 1M citric acid solution was added to the reaction solution, followed by stirring to separate out the CH2Cl2 layer. The CH2Cl2 layer was washed with H2O and saturated aqueous... The reactants are C(#N)C1(CCC1)C1=CC(=CC=C1)OC (1-cyano-1-(3-methoxyphenyl)cyclobutane), solution, B(Br)(Br)Br (boron tribromide). The solvent is ClCCl (dichloromethane), ClCCl (dichloromethane). Run at time 30 minute. Yields the product C(#N)C1(CCC1)C1=CC(=CC=C1)O (1-Cyano-1-(3-hydroxyphenyl)cyclobutane). Isolated yield 98.1%. RXN SMILES: [C:1]([C:3]1([C:7]2[CH:12]=[CH:11][CH:10]=[C:9]([O:13]C)[CH:8]=2)[CH2:6][CH2:5][CH2:4]1)#[N:2].B(Br)(Br)Br>ClCCl>[C:1]([C:3]1([C:7]2[CH:12]=[CH:11][CH:10]=[C:9]([OH:13])[CH:8]=2)[CH2:6][CH2:5][CH2:4]1)#[N:2]. Procedure: To a stirred solution of 1-cyano-1-(3-methoxyphenyl)cyclobutane (1.93 g, 10 mmol) in dry dichloromethane (50 ml) was added a 1.0 M solution of boron tribromide in dichloromethane (22 ml, 22 mmol) at 0° C. and the mixture stirred for 30 min at the same temperature, then overnight at room temperature. The reaction mixture was quenched by the addition of water (100 ml) and extracted with dichloromethane (50 ml×2). The organic phase was washed with brine (50 ml), dried (MgSO4) and concentrated in va... Starting materials: CCc1cnc(CC)c(NC2c3ccccc3CC2O)n1, Clc1nc(C2CC2)cnc1C1CC1. The product is OC1Cc2ccccc2C1Nc1nc(C2CC2)cnc1C1CC1. As a reaction SMILES: [CH2:1]([c:2]1[c:3]([NH:11][CH:12]2[CH:13]([OH:21])[CH2:14][c:15]3[cH:16][cH:17][cH:18][cH:19][c:20]32)[n:4][c:5]([CH2:6][CH3:7])[cH:8][n:9]1)[CH3:10].[Cl:22][c:23]1[c:24]([CH:32]2[CH2:33][CH2:34]2)[n:25][cH:26][c:27]([CH:29]2[CH2:30][CH2:31]2)[n:28]1>>[NH:11]([CH:12]1[CH:13]([OH:21])[CH2:14][c:15]2[cH:16][cH:17][cH:18][cH:19][c:20]21)[c:23]1[c:24]([CH:32]2[CH2:33][CH2:34]2)[n:25][cH:26][c:27]([CH:29]2[CH2:30][CH2:31]2)[n:28]1. Reactants: ClC1=NC=CC(=N1)C(=O)O (2-chloropyrimidine-4-carboxylic acid), S(=O)(Cl)Cl (thionyl chloride). Reagents/catalysts: CN(C=O)C (dimethylformamide). Yields the product ClC1=NC=CC(=N1)C(=O)Cl (2-chloropyrimidine-4-carboxylic Acid Chloride). The yield is 88.0%. Reaction SMILES: [Cl:1][C:2]1[N:7]=[C:6]([C:8]([OH:10])=O)[CH:5]=[CH:4][N:3]=1.S(Cl)([Cl:13])=O>CN(C)C=O>[Cl:1][C:2]1[N:7]=[C:6]([C:8]([Cl:13])=[O:10])[CH:5]=[CH:4][N:3]=1. Reported procedure: 12 drops of dimethylformamide was added to a solution of 3.0 g (18.9 mmol) of 2-chloropyrimidine-4-carboxylic acid in 60 ml of thionyl chloride. The reaction was then refluxed for 6 hours. After cooling to room temperature, excess thionyl chloride was removed on a rotary evaporator and the residue distilled (boiling point approximately 100° C./1 mbar). 2.95 g of product, corresponding to a yield of 88 percent relative to the 2-chloropyrimidine-4-carboxylic acid used, which crystallized in the re... Reactants: Fc1cc(F)c(-c2c(Cl)nc3ncnn3c2Cl)c(F)c1, CC(N)C(F)(F)F, CN(C)C=O, O. Yields the product CC(Nc1c(-c2c(F)cc(F)cc2F)c(Cl)nc2ncnn12)C(F)(F)F. As a reaction SMILES: [Cl:1][c:2]1[n:3][c:4]2[n:5]([c:6]([Cl:17])[c:7]1-[c:8]1[c:9]([F:16])[cH:10][c:11]([F:15])[cH:12][c:13]1[F:14])[n:18][cH:19][n:20]2.[F:21][C:22]([CH:23]([CH3:24])[NH2:25])([F:26])[F:27].[O:29]=[CH:30][N:31]([CH3:32])[CH3:33].[OH2:28]>>[Cl:1][c:2]1[n:3][c:4]2[n:5]([c:6]([NH:25][CH:23]([C:22]([F:21])([F:26])[F:27])[CH3:24])[c:7]1-[c:8]1[c:9]([F:16])[cH:10][c:11]([F:15])[cH:12][c:13]1[F:14])[n:18][cH:19][n:20]2.